This data is from the Open Reaction Database (ORD), a public repository of structured organic reaction records. The task is: describe an organic reaction: reactants, conditions, products, and yield Reaction SMILES: [Br:1][C:2]1[CH:10]=[CH:9][C:5]([CH:6]=[CH:7][NH2:8])=[CH:4][C:3]=1[CH3:11].CO.S([CH2:24][N+:25]#[C-:26])(C1C=CC(C)=CC=1)(=O)=O.C(=O)([O-])[O-].[K+].[K+]>COCCOC>[Br:1][C:2]1[CH:10]=[CH:9][C:5]([C:6]2[N:25]([CH3:26])[CH:24]=[N:8][CH:7]=2)=[CH:4][C:3]=1[CH3:11] |f:3.4.5|. Reactants: C([O-])([O-])=O.[K+].[K+] (potassium carbonate), CO (methanol), S(=O)(=O)(C1=CC=C(C)C=C1)C[N+]#[C-] (tosylmethylisocyanide), BrC1=C(C=C(C=CN)C=C1)C ((4-Bromo-3-methylbenzylidene)methylamine). Yields the product BrC1=C(C=C(C=C1)C1=CN=CN1C)C (5-(4-Bromo-3-methylphenyl)-1-methylimidazole). Isolated yield 59.9%. Run in COCCOC (DME). Procedure details: (4-Bromo-3-methylbenzylidene)methylamine (D91, 2.15 g, 10.1 mmol) was dissolved in dry DME (30 ml) and methanol (70 ml) containing tosylmethylisocyanide (3.0 g; 15.4 mmol) and this solution was treated with potassium carbonate (2.8 g, 20.3 mmol). The whole was heated at reflux for 48 hours, cooled and evaporated in vacuo. The residue was partitioned between brine and chloroform (3 times), and the organics combined and dried over Na2SO4. The organics were filtered and evaporated in vacuo then the... The reactants are COc1cc(N2CCN(C(=O)OC(C)(C)C)CC2)c([N+](=O)[O-])cc1Cl, ClCCl, [Na+], [OH-], O=C(O)C(F)(F)F. The product is COc1cc(N2CCNCC2)c([N+](=O)[O-])cc1Cl. RXN SMILES: [C:1]([O:2][C:3](=[O:4])[N:8]1[CH2:9][CH2:10][N:11]([c:14]2[c:15]([N+:23](=[O:24])[O-:25])[cH:16][c:17]([Cl:22])[c:18]([O:20][CH3:21])[cH:19]2)[CH2:12][CH2:13]1)([CH3:5])([CH3:6])[CH3:7].[Cl:35][CH2:36][Cl:37].[Na+:34].[OH-:33].[OH:26][C:27]([C:28]([F:29])([F:30])[F:31])=[O:32]>>[NH:8]1[CH2:9][CH2:10][N:11]([c:14]2[c:15]([N+:23](=[O:24])[O-:25])[cH:16][c:17]([Cl:22])[c:18]([O:20][CH3:21])[cH:19]2)[CH2:12][CH2:13]1.